This data is from the Open Reaction Database (ORD), a public repository of structured organic reaction records. The task is: describe an organic reaction: reactants, conditions, products, and yield Reactants: COC(CC1=CN(C2=CC(=CC=C12)N1CCCC1)C)=O ((1-Methyl-6-pyrrolidin-1-yl-1H-indol-3-yl)acetic acid methyl ester), [OH-].[Na+] (NaOH), Cl (HCl). The solvent is CO (methanol). Reaction conditions: temperature 0 celsius. Product: crude product, CN1C=C(C2=CC=C(C=C12)N1CCCC1)CC(=O)O ((1-methyl-6-pyrrolidin-1-yl-1H-indol-3-yl)acetic acid). Isolated yield 70.7%. RXN SMILES: C[O:2][C:3](=[O:20])[CH2:4][C:5]1[C:13]2[C:8](=[CH:9][C:10]([N:14]3[CH2:18][CH2:17][CH2:16][CH2:15]3)=[CH:11][CH:12]=2)[N:7]([CH3:19])[CH:6]=1.[OH-].[Na+].Cl>CO>[CH3:19][N:7]1[C:8]2[C:13](=[CH:12][CH:11]=[C:10]([N:14]3[CH2:18][CH2:17][CH2:16][CH2:15]3)[CH:9]=2)[C:5]([CH2:4][C:3]([OH:20])=[O:2])=[CH:6]1 |f:1.2|. Reported procedure: (1-Methyl-6-pyrrolidin-1-yl-1H-indol-3-yl)acetic acid methyl ester (360 mg, 1.32 mmol) and NaOH (132 mg, 3.3 mmol) in methanol (8 mL) were heated at reflux for 30 min. The reaction mixture was cooled to 0° C. and acidified using 1 N HCl. The mixture was extracted with EtOAc (3×100 mL) and CH2Cl2 (3×100 mL). The combined organic extracts were dried (MgSO4) and concentrated. Chromatography of the crude product over silica gel using 5-20% MeOH in CH2Cl2 gave (1-methyl-6-pyrrolidin-1-yl-1H-indol-3-y... Reactants: N1C=CC2=CC=CC=C12 (indole), C(C=C)#N (acrylonitrile). Solvent: COC(C)OC (dimethoxy-ethane). Yields the product C(#N)CCN(C)CCC1=CNC2=CC=CC=C12 (N-(2-cyanoethyl)-N-methyl-2-(3-indolyl)ethylamine). As a reaction SMILES: [NH:1]1[C:9]2[C:4](=[CH:5][CH:6]=[CH:7][CH:8]=2)[CH:3]=[CH:2]1.[C:10](#[N:13])[CH:11]=[CH2:12]>COC(OC)C>[C:10]([CH2:11][CH2:12][N:1]([CH2:2][CH2:3][C:3]1[C:4]2[C:9](=[CH:8][CH:7]=[CH:6][CH:5]=2)[NH:1][CH:2]=1)[CH3:9])#[N:13]. Procedure details: Reaction of 3-[2-methylamino)ethyl]indole with acrylonitrile in dimethoxy-ethane yields the N-(2-cyanoethyl)-N-methyl-2-(3-indolyl)ethylamine which is worked up further directly. Starting materials: S(=O)(Cl)Cl (Thionyl chloride), Cl.OCC=1N2C(SC1)=CN=C2 (3-hydroxymethylimidazo[5,1-b]thiazole hydrochloride), C(C)(C)OC(C)C (isopropyl ether). Conditions: temperature 60 celsius, time 30 minute. The product is Cl.ClCC=1N2C(SC1)=CN=C2 (3-chloromethylimidazo[5,1-b]thiazole hydrochloride). As a reaction SMILES: S(Cl)([Cl:3])=O.[ClH:5].O[CH2:7][C:8]1[N:9]2[CH:15]=[N:14][CH:13]=[C:10]2[S:11][CH:12]=1.C(OC(C)C)(C)C>>[ClH:3].[Cl:5][CH2:7][C:8]1[N:9]2[CH:15]=[N:14][CH:13]=[C:10]2[S:11][CH:12]=1 |f:1.2,4.5|. Procedure details: Thionyl chloride (12.7 ml) is added to 6.67 g of 3-hydroxymethylimidazo[5,1-b]thiazole hydrochloride, and the mixture is stirred at 60° C. for 30 min. The temperature is returned to room temperature, isopropyl ether is added thereto, the supernatant is decanted, and the residue is dried under reduced pressure to give 3-chloromethylimidazo[5,1-b]thiazole hydrochloride. This compound is dissolved in 35 ml of DMF, 10.11 g of triphenylphosphine is added thereto, and the mixture is stirred at 100° C.... Starting materials: BrC=1C(=C(C(=O)OC)C(=CC1)CS(=O)(=O)C1=C(C=C(C=C1)F)Br)OC (methyl 3-bromo-6-(2-bromo-4-fluorobenzenesulfonylmethyl)-2-methoxybenzoate), BrC=1C(=C(C(=O)OC)C(=CC1)CS(=O)(=O)C1=C(C=C(C=C1)F)Br)OC (methyl 3-bromo-6-(2-bromo-4-fluorobenzenesulfonylmethyl)-2-methoxybenzoate), C(C)N(C\C=C/[Sn](CCCC)(CCCC)CCCC)CC (N,N-diethyl-N-((Z)-1-tributylstannanylprop-1-en-3-yl)-amine), C(C)N(C\C=C/[Sn](CCCC)(CCCC)CCCC)CC (N,N-diethyl-N-((Z)-1-tributylstannanylprop-1-en-3-yl)-amine), [F-].[Cs+] (cesium fluoride). Run in C1CCOC1 (THF). Yields the product BrC=1C(=C(C(=O)OC)C(=CC1)CS(=O)(=O)C1=C(C=C(C=C1)F)\C=C/CN(CC)CC)OC (methyl 3-bromo-6-[2-((Z)-3-diethylaminoprop-1-enyl)-4-fluorobenzenesulfonylmethyl]-2-methoxybenzoate). The yield is 62.6%. As a reaction SMILES: [Br:1][C:2]1[C:3]([O:24][CH3:25])=[C:4]([C:9]([CH2:12][S:13]([C:16]2[CH:21]=[CH:20][C:19]([F:22])=[CH:18][C:17]=2Br)(=[O:15])=[O:14])=[CH:10][CH:11]=1)[C:5]([O:7][CH3:8])=[O:6].[CH2:26]([N:28]([CH2:45][CH3:46])[CH2:29]/[CH:30]=[CH:31]\[Sn](CCCC)(CCCC)CCCC)[CH3:27].[F-].[Cs+]>C1COCC1>[Br:1][C:2]1[C:3]([O:24][CH3:25])=[C:4]([C:9]([CH2:12][S:13]([C:16]2[CH:21]=[CH:20][C:19]([F:22])=[CH:18][C:17]=2/[CH:31]=[CH:30]\[CH2:29][N:28]([CH2:45][CH3:46])[CH2:26][CH3:27])(=[O:15])=[O:14])=[CH:10][CH:11]=1)[C:5]([O:7][CH3:8])=[O:6] |f:2.3|. Procedure details: A mixture of methyl 3-bromo-6-(2-bromo-4-fluorobenzenesulfonylmethyl)-2-methoxybenzoate (Intermediate 70, 5.85 g), N,N-diethyl-N-((Z)-1-tributylstannanylprop-1-en-3-yl)-amine (Intermediate 3, 5.00 g) and cesium fluoride (3.29 g) in THF (100 mL) was de-gassed and purged with nitrogen for 5 minutes. Palladium tetrakis-(triphenylphosphine) (0.720 g) was added and the reaction mixture was heated at reflux overnight. The mixture was cooled, diluted with ethyl acetate, filtered through Celite and the ... The reactants are CS(=O)(=O)Cl (methanesulfonyl chloride), NCC1=CC=C(C=2C(C3=CC=CC=C3SC12)=O)NCCN(C)C (4-(Aminomethyl)-1-[[2-(dimethylamino)ethyl]amino]-thioxanthen-9-one), O (water), [OH-].[Na+] (sodium hydroxide). Run in N1=CC=CC=C1 (pyridine), N1=CC=CC=C1 (pyridine). Run at time 1 hour. The product is CN(CCNC1=CC=C(C=2SC3=CC=CC=C3C(C12)=O)CNS(=O)(=O)C)C (N-[[1-[[2-(dimethylamino)ethyl]amino]-9-oxothioxanthen-4-yl]methyl]methane-sulfonamide). Yield: 82.2%. Reaction SMILES: [NH2:1][CH2:2][C:3]1[C:16]2[S:15][C:14]3[C:9](=[CH:10][CH:11]=[CH:12][CH:13]=3)[C:8](=[O:17])[C:7]=2[C:6]([NH:18][CH2:19][CH2:20][N:21]([CH3:23])[CH3:22])=[CH:5][CH:4]=1.[CH3:24][S:25](Cl)(=[O:27])=[O:26].O.[OH-].[Na+]>N1C=CC=CC=1>[CH3:22][N:21]([CH3:23])[CH2:20][CH2:19][NH:18][C:6]1[C:7]2[C:8](=[O:17])[C:9]3[C:14](=[CH:13][CH:12]=[CH:11][CH:10]=3)[S:15][C:16]=2[C:3]([CH2:2][NH:1][S:25]([CH3:24])(=[O:27])=[O:26])=[CH:4][CH:5]=1 |f:3.4|. Reported procedure: 4-(Aminomethyl)-1-[[2-(dimethylamino)ethyl]amino]-thioxanthen-9-one (2 g, 6 mmol) in 30 mL of dry pyridine under nitrogen was stirred at room temperature until the solution was complete. The solution was chilled in an ice-bath and 0.52 mL(6.7 mmol) of methanesulfonyl chloride in chilled pyridine was added dropwise and the mixture was stirred for 1 h at room temperature. The reaction mixture was poured into 500 mL of water containing 0.51 g of sodium hydroxide, extracted into chloroform, the orga... Reactants: NC1=C(C(=O)NCCN(C)C)C=C(C=N1)Br (2-Amino-5-bromo-N-(2-dimethylamino-ethyl)nicotinamide), solution. Run in C1CCOC1 (THF). Yields the product BrC=1C=C(C(=NC1)N)CNCCN(C)C (5-Bromo-3-[(2-dimethylamino-ethylamino)methyl]pyridin-2-ylamine). The yield is 24.5%. As a reaction SMILES: [NH2:1][C:2]1[N:15]=[CH:14][C:13]([Br:16])=[CH:12][C:3]=1[C:4]([NH:6][CH2:7][CH2:8][N:9]([CH3:11])[CH3:10])=O>C1COCC1>[Br:16][C:13]1[CH:12]=[C:3]([CH2:4][NH:6][CH2:7][CH2:8][N:9]([CH3:11])[CH3:10])[C:2]([NH2:1])=[N:15][CH:14]=1. Procedure details: 2-Amino-5-bromo-N-(2-dimethylamino-ethyl)nicotinamide (2.15 g, 7.48 mmol) was added to a BH3 solution (37.5 mL of a 1 M solution in THF, 37.5 mmol), and the mixture was heated to reflux for 6 h. After cooling, the solvent was removed in vacuo. The residue was dissolved in MeOH (20 mL). Concentrated HCl (3 mL) and H2O (3 mL) were added and the mixture was heated to reflux for 2 h. The solvent was then concentrated and the aqueous residue was basified to pH 12 with aqueous NaOH (6 N). The resultin... The reactants are CCOC(=O)c1cc(CNC(=O)OC(C)(C)C)on1, ClCCl, O=C(O)C(F)(F)F. As a reaction SMILES: [CH2:8]([CH3:9])[O:10][C:11](=[O:12])[c:13]1[n:14][o:15][c:16]([CH2:18][NH:19][C:20]([O:21][C:22]([CH3:23])([CH3:24])[CH3:25])=[O:26])[cH:17]1.[Cl:27][CH2:28][Cl:29].[OH:1][C:2]([C:3]([F:4])([F:5])[F:6])=[O:7]>>[CH2:8]([CH3:9])[O:10][C:11](=[O:12])[c:13]1[n:14][o:15][c:16]([CH2:18][NH2:19])[cH:17]1. The product is CCOC(=O)c1cc(CN)on1.